From a dataset of the Open Reaction Database (ORD), a public repository of structured organic reaction records. describe an organic reaction: reactants, conditions, products, and yield Reactants: C1(CC1)CN1N=C(C=C(C1=O)COS(=O)(=O)C)C1=CC(=C(C=C1)OC)F (2-cyclopropylmethyl-6-(3-fluoro-4-methoxyphenyl)-4-methanesulfonyloxymethyl-2H-pyridazin-3-one), N1CCCC1 (pyrrolidine). The product is C1(CC1)CN1N=C(C=C(C1=O)CN1CCCC1)C1=CC(=C(C=C1)OC)F (2-cyclopropylmethyl-6-(3-fluoro-4-methoxyphenyl)-4-pyrrolidinomethyl-2H-pyridazin-3-one). Yield: 75.9%. Reaction SMILES: [CH:1]1([CH2:4][N:5]2[C:10](=[O:11])[C:9]([CH2:12]OS(C)(=O)=O)=[CH:8][C:7]([C:18]3[CH:23]=[CH:22][C:21]([O:24][CH3:25])=[C:20]([F:26])[CH:19]=3)=[N:6]2)[CH2:3][CH2:2]1.[NH:27]1[CH2:31][CH2:30][CH2:29][CH2:28]1>>[CH:1]1([CH2:4][N:5]2[C:10](=[O:11])[C:9]([CH2:12][N:27]3[CH2:31][CH2:30][CH2:29][CH2:28]3)=[CH:8][C:7]([C:18]3[CH:23]=[CH:22][C:21]([O:24][CH3:25])=[C:20]([F:26])[CH:19]=3)=[N:6]2)[CH2:2][CH2:3]1. Procedure details: Following the procedure of Example 1(10), 2-cyclopropylmethyl-6-(3-fluoro-4-methoxyphenyl)-4-methanesulfonyloxymethyl-2H-pyridazin-3-one and pyrrolidine were reacted to yield the title compound as a yellow oil (yield: 75.9%). The reactants are NC=1SC2=C(N1)C(=CC=C2)C (2-Amino-4-methylbenzothiazole), COCC(=O)Cl (methoxyacetyl chloride). The solvent is N1=CC=CC=C1 (pyridine). Reaction conditions: time 2 hour. Yields the product COCC(=O)NC=1SC2=C(N1)C(=CC=C2)C (2-(methoxyacetylamino)-4-methylbenzothiazole). RXN SMILES: [NH2:1][C:2]1[S:3][C:4]2[CH:10]=[CH:9][CH:8]=[C:7]([CH3:11])[C:5]=2[N:6]=1.[CH3:12][O:13][CH2:14][C:15](Cl)=[O:16]>N1C=CC=CC=1>[CH3:12][O:13][CH2:14][C:15]([NH:1][C:2]1[S:3][C:4]2[CH:10]=[CH:9][CH:8]=[C:7]([CH3:11])[C:5]=2[N:6]=1)=[O:16]. Reported procedure: 2-Amino-4-methylbenzothiazole (4.9 g) is dissolved in pyridine (100 ml) and thereto is added dropwise methoxyacetyl chloride (3.0 ml) at room temperature. After the mixture is stirred at room temperature for 2 hours, the solvent is distilled off. The resulting oil is solidified with addition of water. The obtained solids are filtered off and washed with water, then with diethyl ether, dried and recrystallized from ethanol to give the title compound (5.2 g) having the following physical propertie... Reactants: OC=1C=C(C=CC1OC)[N+](=O)[O-] (3-Hydroxy-4-methoxy-1-nitrobenzene), C(C1=CC=CC=C1)Br (benzyl bromide), C([O-])([O-])=O.[K+].[K+] (potassium carbonate), S(=O)([O-])S(=O)[O-].[Na+].[Na+] (sodium dithionite). Solvent: CC(=O)C (acetone). Yields the product C(C1=CC=CC=C1)OC=1C=C(N)C=CC1OC (3-benzyloxy-4-methoxy aniline). Reaction SMILES: [OH:1][C:2]1[CH:3]=[C:4]([N+:10]([O-])=O)[CH:5]=[CH:6][C:7]=1[O:8][CH3:9].[CH2:13](Br)[C:14]1[CH:19]=[CH:18][CH:17]=[CH:16][CH:15]=1.C(=O)([O-])[O-].[K+].[K+].S(S([O-])=O)([O-])=O.[Na+].[Na+]>CC(C)=O>[CH2:13]([O:1][C:2]1[CH:3]=[C:4]([CH:5]=[CH:6][C:7]=1[O:8][CH3:9])[NH2:10])[C:14]1[CH:19]=[CH:18][CH:17]=[CH:16][CH:15]=1 |f:2.3.4,5.6.7|. Procedure: 3-Hydroxy-4-methoxy-1-nitrobenzene was benzylated by refluxing with benzyl bromide with potassium carbonate as a base in acetone which on reduction with sodium dithionite gave 3-benzyloxy-4-methoxy aniline. 4-Hydroxy-3-methoxy benzoic acid was converted to its methyl ester by refluxing in methanol in presence of an acid. The hydroxyl was benzylated using benzyl bromide and potassium carbonate. The ester was hydrolyzed with sodium hydroxide to provide the acid. The aniline and acid were coupled u... Yields the product COc1cc(-c2cc(=Nc3c(C)cc(C)cc3C)n(C)c(=O)n2C)ccc1O. The reactants are CI, CN(C)C=O, [H-], [Na+], O, Cc1cc(C)c(N=c2cc(-c3ccc(O)c(O)c3)n(C)c(=O)n2C)c(C)c1. As a reaction SMILES: [CH3:30][I:31].[CH3:33][N:34]([CH3:35])[CH:36]=[O:37].[H-:28].[Na+:29].[OH2:32].[OH:1][c:2]1[cH:3][c:4](-[c:9]2[cH:10][c:11](=[N:18][c:19]3[c:20]([CH3:27])[cH:21][c:22]([CH3:26])[cH:23][c:24]3[CH3:25])[n:12]([CH3:17])[c:13](=[O:16])[n:14]2[CH3:15])[cH:5][cH:6][c:7]1[OH:8]>>[O:1]([c:2]1[cH:3][c:4](-[c:9]2[cH:10][c:11](=[N:18][c:19]3[c:20]([CH3:27])[cH:21][c:22]([CH3:26])[cH:23][c:24]3[CH3:25])[n:12]([CH3:17])[c:13](=[O:16])[n:14]2[CH3:15])[cH:5][cH:6][c:7]1[OH:8])[CH3:30]. Reactants: OC1=CC=C(C=C1)C(CC)=O (4'-hydroxypropiophenone), [H][H] (hydrogen), BrBr (bromine), C(C1=CC=CC=C1)C1=CC=NC=C1 (4-benzylpyridine), [OH-].[K+] (potassium hydroxide). The reagents and catalysts are [C].[Pd] (palladium-carbon). The solvent is O1CCOCC1 (dioxane), CO (methanol). Yields the product CC(C(C=1C=CC(=CC1)O)O)N2CCC(CC2)CC=3C=CC=CC3.Br (ifenprodil hydrobromide). Isolated yield 74.4%. As a reaction SMILES: [OH:1][C:2]1[CH:7]=[CH:6][C:5]([C:8](=[O:11])[CH2:9][CH3:10])=[CH:4][CH:3]=1.[Br:12]Br.[CH2:14]([C:21]1[CH:26]=[CH:25][N:24]=[CH:23][CH:22]=1)[C:15]1[CH:20]=[CH:19][CH:18]=[CH:17][CH:16]=1.[OH-].[K+].[H][H]>[C].[Pd].CO.O1CCOCC1>[CH3:10][CH:9]([N:24]1[CH2:25][CH2:26][CH:21]([CH2:14][C:15]2[CH:16]=[CH:17][CH:18]=[CH:19][CH:20]=2)[CH2:22][CH2:23]1)[CH:8]([OH:11])[C:5]1[CH:6]=[CH:7][C:2]([OH:1])=[CH:3][CH:4]=1.[BrH:12] |f:3.4,6.7,10.11|. Procedure details: To 4 ml of dioxane were added 6.0 g of 4'-hydroxypropiophenone. 6.4 Grams of bromine were added dropwise to the mixture with stirring at room temperature, and the reaction liquid was stirred for an additional 10 minutes. To the reaction liquid were then added 7.5 g of 4-benzylpyridine, 100 ml of methanol, and 2.8 ml of 10 N potassium hydroxide solution, and the mixture was refluxed under heating for 5 hours. After replacing the air in the reaction container with nitrogen gas, 3.0 g of 10% pallad... Reactants: C(C)OP(=O)(OCC)CC(=O)OCC (ethyl diethylphosphonoacetate), CC1=NN2C(C(=CC=C2)C=O)=N1 (2-methyl[1,2,4]triazolo[1,5-a]pyridine-8-carbaldehyde), O (Water), [H-].[Na+] (sodium hydride). Run in O1CCCC1 (tetrahydrofuran), O1CCCC1 (tetrahydrofuran), O1CCCC1 (tetrahydrofuran). Conditions: time 20 minute. The product is CC1=NN2C(C(=CC=C2)/C=C/C(=O)OCC)=N1 (ethyl (2E)-3-(2-methyl[1,2,4]triazolo[1,5-a]pyridin-8-yl)acrylate). Yield: 84.3%. RXN SMILES: [H-].[Na+].C(OP([CH2:11][C:12]([O:14][CH2:15][CH3:16])=[O:13])(OCC)=O)C.[CH3:17][C:18]1[N:28]=[C:21]2[C:22]([CH:26]=O)=[CH:23][CH:24]=[CH:25][N:20]2[N:19]=1.O>O1CCCC1>[CH3:17][C:18]1[N:28]=[C:21]2[C:22](/[CH:26]=[CH:11]/[C:12]([O:14][CH2:15][CH3:16])=[O:13])=[CH:23][CH:24]=[CH:25][N:20]2[N:19]=1 |f:0.1|. Reported procedure: Under nitrogen atmosphere, to a suspension of sodium hydride (1.42 g, 35.5 mmol) in tetrahydrofuran (35 mL) was added a solution of ethyl diethylphosphonoacetate (7.10 mL, 35.5 mmol) in tetrahydrofuran (5.0 mL) at 0° C., and the mixture was stirred for 20 min. To the reaction mixture was added a solution of 2-methyl[1,2,4]triazolo[1,5-a]pyridine-8-carbaldehyde (5.20 g, 32.3 mmol) in tetrahydrofuran (60 mL), and the mixture was warmed to room temperature over 4 hr. Water was added and the mixture...